From a dataset of the Open Reaction Database (ORD), a public repository of structured organic reaction records. describe an organic reaction: reactants, conditions, products, and yield The reactants are O=C([O-])[O-], CS(C)=O, CCOC(C)=O, COC(=O)c1c[nH]c2ccccc12, Clc1ccnc2ccccc12, [K+], [K+]. The product is COC(=O)c1cn(-c2ccnc3ccccc23)c2ccccc12. RXN SMILES: [C:1](=[O:2])([O-:3])[O-:4].[CH3:31][S:32](=[O:33])[CH3:34].[CH3:35][CH2:36][O:37][C:38](=[O:39])[CH3:40].[CH3:7][O:8][C:9](=[O:10])[c:11]1[cH:12][nH:13][c:14]2[cH:15][cH:16][cH:17][cH:18][c:19]12.[Cl:20][c:21]1[cH:22][cH:23][n:24][c:25]2[cH:26][cH:27][cH:28][cH:29][c:30]12.[K+:5].[K+:6]>>[CH3:7][O:8][C:9](=[O:10])[c:11]1[cH:12][n:13](-[c:21]2[cH:22][cH:23][n:24][c:25]3[cH:26][cH:27][cH:28][cH:29][c:30]23)[c:14]2[cH:15][cH:16][cH:17][cH:18][c:19]12. Starting materials: ClC1=NC=C(C(=O)O)C=C1 (6-chloronicotinic acid), C(C)(C)(C)OC(NC=1C=NC(=CC1I)C(F)(F)F)=O ((4-iodo-6-trifluoromethylpyridin-3-yl)carbamic acid tert-butyl ester). Product: C(C)(C)(C)OC(NC=1C=NC(=CC1I)Cl)=O ((6-Chloro-4-iodopyridin-3-yl)carbamic acid tert-butyl ester). Reaction SMILES: [Cl:1]C1C=CC(C(O)=O)=CN=1.[C:11]([O:15][C:16](=[O:29])[NH:17][C:18]1[CH:19]=[N:20][C:21](C(F)(F)F)=[CH:22][C:23]=1[I:24])([CH3:14])([CH3:13])[CH3:12]>>[C:11]([O:15][C:16](=[O:29])[NH:17][C:18]1[CH:19]=[N:20][C:21]([Cl:1])=[CH:22][C:23]=1[I:24])([CH3:14])([CH3:13])[CH3:12]. Reported procedure: The title product was prepared from 6-chloronicotinic acid in the same manner as in the preparation of (4-iodo-6-trifluoromethylpyridin-3-yl)carbamic acid tert-butyl ester. Reactants: COc1ccc(C(=O)Cc2ccnc(NC(=O)OC(C)(C)C)c2)cc1, [Na+], [OH-]. The product is COc1ccc(C(=O)Cc2ccnc(N)c2)cc1. RXN SMILES: [CH3:1][O:2][c:3]1[cH:4][cH:5][c:6]([C:9]([CH2:10][c:11]2[cH:12][c:13]([NH:17][C:18]([O:19][C:20]([CH3:21])([CH3:22])[CH3:23])=[O:24])[n:14][cH:15][cH:16]2)=[O:25])[cH:7][cH:8]1.[Na+:27].[OH-:26]>>[CH3:1][O:2][c:3]1[cH:4][cH:5][c:6]([C:9]([CH2:10][c:11]2[cH:12][c:13]([NH2:17])[n:14][cH:15][cH:16]2)=[O:25])[cH:7][cH:8]1.